This data is from the Open Reaction Database (ORD), a public repository of structured organic reaction records. The task is: describe an organic reaction: reactants, conditions, products, and yield Reactants: O=C([O-])[O-], COCCOC, Cc1c(I)cc(C(=O)NCc2ccc(S(C)(=O)=O)cc2)c(=O)n1-c1cccc(C(F)(F)F)c1, [Na+], [Na+], c1ccc(P(c2ccccc2)(c2ccccc2)[Pd](P(c2ccccc2)(c2ccccc2)c2ccccc2)(P(c2ccccc2)(c2ccccc2)c2ccccc2)P(c2ccccc2)(c2ccccc2)c2ccccc2)cc1, OB(O)c1ccoc1. Yields the product Cc1c(-c2ccoc2)cc(C(=O)NCc2ccc(S(C)(=O)=O)cc2)c(=O)n1-c1cccc(C(F)(F)F)c1. Reaction SMILES: [C:42](=[O:43])([O-:44])[O-:45].[CH3:125][O:126][CH2:127][CH2:128][O:129][CH3:130].[I:1][c:2]1[cH:3][c:4]([C:20](=[O:21])[NH:22][CH2:23][c:24]2[cH:25][cH:26][c:27]([S:30](=[O:31])(=[O:32])[CH3:33])[cH:28][cH:29]2)[c:5](=[O:19])[n:6](-[c:9]2[cH:10][c:11]([C:15]([F:16])([F:17])[F:18])[cH:12][cH:13][cH:14]2)[c:7]1[CH3:8].[Na+:46].[Na+:47].[cH:48]1[cH:49][cH:50][c:51]([P:52]([Pd:53]([P:54]([c:55]2[cH:56][cH:57][cH:58][cH:59][cH:60]2)([c:61]2[cH:62][cH:63][cH:64][cH:65][cH:66]2)[c:67]2[cH:68][cH:69][cH:70][cH:71][cH:72]2)([P:73]([c:74]2[cH:75][cH:76][cH:77][cH:78][cH:79]2)([c:80]2[cH:81][cH:82][cH:83][cH:84][cH:85]2)[c:86]2[cH:87][cH:88][cH:89][cH:90][cH:91]2)[P:92]([c:93]2[cH:94][cH:95][cH:96][cH:97][cH:98]2)([c:99]2[cH:100][cH:101][cH:102][cH:103][cH:104]2)[c:105]2[cH:106][cH:107][cH:108][cH:109][cH:110]2)([c:111]2[cH:112][cH:113][cH:114][cH:115][cH:116]2)[c:117]2[cH:118][cH:119][cH:120][cH:121][cH:122]2)[cH:123][cH:124]1.[o:34]1[cH:35][c:36]([B:39]([OH:40])[OH:41])[cH:37][cH:38]1>>[c:2]1(-[c:36]2[cH:35][o:34][cH:38][cH:37]2)[cH:3][c:4]([C:20](=[O:21])[NH:22][CH2:23][c:24]2[cH:25][cH:26][c:27]([S:30](=[O:31])(=[O:32])[CH3:33])[cH:28][cH:29]2)[c:5](=[O:19])[n:6](-[c:9]2[cH:10][c:11]([C:15]([F:16])([F:17])[F:18])[cH:12][cH:13][cH:14]2)[c:7]1[CH3:8]. Starting materials: O=C(C1=CC=C(F)C=C1)N(C(C)C)C(C)C. The reagents and catalysts are O=C1C=CC=2C=CC=C(C3=CN=C(C=C3)C=4N=CC=CC4)C2N1, O1B(OC(C)(C)C1(C)C)B2OC(C)(C)C(O2)(C)C, C[OH2+].C[OH2+].C1CC=CCCC=C1.C1CC=CCCC=C1.[Ir].[Ir], [K].OC(C)(C)C. The solvent is O1CCCC1. Conditions: temperature 80 celsius, time 12 hour. Yields the product O=C(C1=CC=C(F)C(=C1)B2OC(C)(C)C(O2)(C)C)N(C(C)C)C(C)C. Yield: 96.0%. Reported procedure: In an argon filled glove box, a 5.0 mL wheaton microreactor was charged with [Ir(cod)(OMe)]2 (1.98 mg, 1.5 mol%), L1 ligand (2.1 mg, 3.5 mol%), B2pin2 (50.8 mg, 1.0 equiv.), KOtBu (1.0 mg, 4.5 mol%) and dry THF (1.0 mL). The reaction mixture was stirred for 2 minutes at room temperature. To this mixture, 4-fluoro-N,N-diisopropylbenzamide (44.7 mg, 0.2 mmol) was added. The microreactor was capped with a teflon pressure cap and placed into pre-heated aluminum block at 80 oC. The reaction mixture w... As a reaction SMILES: [Cl:1][c:2]1[cH:3][n:4][c:5]([CH2:11][c:12]2[cH:13][c:14]([Cl:18])[cH:15][cH:16][cH:17]2)[c:6]([C:7](=[O:8])[OH:9])[cH:10]1.[ClH:19].[NH2:20][CH:21]([CH3:22])[c:23]1[cH:24][cH:25][c:26]([C:27](=[O:28])[O:29][CH3:30])[cH:31][cH:32]1>>[Cl:1][c:2]1[cH:3][n:4][c:5]([CH2:11][c:12]2[cH:13][c:14]([Cl:18])[cH:15][cH:16][cH:17]2)[c:6]([C:7](=[O:9])[NH:20][CH:21]([CH3:22])[c:23]2[cH:24][cH:25][c:26]([C:27](=[O:28])[O:29][CH3:30])[cH:31][cH:32]2)[cH:10]1. Yields the product COC(=O)c1ccc(C(C)NC(=O)c2cc(Cl)cnc2Cc2cccc(Cl)c2)cc1. Starting materials: O=C(O)c1cc(Cl)cnc1Cc1cccc(Cl)c1, Cl, COC(=O)c1ccc(C(C)N)cc1. Reactants: ClC=1C=C(C2=C(N1)N(N=C2)C(C)C)C(=O)NCC=2C(NC(=CC2C)C)=O (6-chloro-N-[(4,6-dimethyl-2-oxo-1,2-dihydro-3-pyridinyl)methyl]-1-(1-methylethyl)-1H-pyrazolo[3,4-b]pyridine-4-carboxamide), C([O-])(O)=O.[Na+] (sodium bicarbonate), BrC=1C=CC(=NC1)S(=O)(=O)NC (5-Bromo-N-methyl-2-pyridinesulfonamide), C(C)(=O)[O-].[K+] (potassium acetate), B1(OC(C(O1)(C)C)(C)C)B2OC(C(O2)(C)C)(C)C (Bis(pinacolato)diboron), Pd(dppf). The reagents and catalysts are Cl[Pd]([P](C1=CC=CC=C1)(C2=CC=CC=C2)C3=CC=CC=C3)([P](C4=CC=CC=C4)(C5=CC=CC=C5)C6=CC=CC=C6)Cl (bis(triphenylphosphine)palladium(II) chloride). Run in COCCOC (DME), O (water), O1CCOCC1 (1,4-Dioxane). Run at temperature 100 celsius. Yields the product CC1=C(C(NC(=C1)C)=O)CNC(=O)C=1C2=C(N=C(C1)C=1C=NC(=CC1)S(=O)(=O)NC)N(N=C2)C(C)C (N-[(4,6-Dimethyl-2-oxo-1,2-dihydro-3-pyridinyl)methyl]-6-{6-[(methylamino)sulfonyl]-3-pyridinyl}-1-(1-methylethyl)-1H-pyrazolo[3,4-b]pyridine-4-carboxamide). Reaction SMILES: Br[C:2]1[CH:3]=[CH:4][C:5]([S:8]([NH:11][CH3:12])(=[O:10])=[O:9])=[N:6][CH:7]=1.B1(B2OC(C)(C)C(C)(C)O2)OC(C)(C)C(C)(C)O1.C([O-])(=O)C.[K+].Cl[C:37]1[CH:38]=[C:39]([C:49]([NH:51][CH2:52][C:53]2[C:54](=[O:61])[NH:55][C:56]([CH3:60])=[CH:57][C:58]=2[CH3:59])=[O:50])[C:40]2[CH:45]=[N:44][N:43]([CH:46]([CH3:48])[CH3:47])[C:41]=2[N:42]=1.C(=O)(O)[O-].[Na+]>O1CCOCC1.Cl[Pd](Cl)([P](C1C=CC=CC=1)(C1C=CC=CC=1)C1C=CC=CC=1)[P](C1C=CC=CC=1)(C1C=CC=CC=1)C1C=CC=CC=1.O.COCCOC>[CH3:59][C:58]1[CH:57]=[C:56]([CH3:60])[NH:55][C:54](=[O:61])[C:53]=1[CH2:52][NH:51][C:49]([C:39]1[C:40]2[CH:45]=[N:44][N:43]([CH:46]([CH3:48])[CH3:47])[C:41]=2[N:42]=[C:37]([C:2]2[CH:7]=[N:6][C:5]([S:8]([NH:11][CH3:12])(=[O:10])=[O:9])=[CH:4][CH:3]=2)[CH:38]=1)=[O:50] |f:2.3,5.6,^1:75,94|. Reported procedure: 5-Bromo-N-methyl-2-pyridinesulfonamide (225 mg, 0.896 mmol), Bis(pinacolato)diboron (296 mg, 1.165 mmol), Pd(dppf) (35.7 mg, 0.044 mmol) and potassium acetate (264 mg, 2.69 mmol) were suspended in 1,4-Dioxane (8 mL), and stirred with heating at 100° C. for 1 h. After cooling to room temperature, 6-chloro-N-[(4,6-dimethyl-2-oxo-1,2-dihydro-3-pyridinyl)methyl]-1-(1-methylethyl)-1H-pyrazolo[3,4-b]pyridine-4-carboxamide (368 mg, 0.986 mmol), bis(triphenylphosphine)palladium(II) chloride (73.2 mg, 0.... Product: COC1=C2C(NC(=NC2=CC(=C1)OC)C1=CC=C(C=C1)N1CCN(CCC1)C)=O (5,7-Dimethoxy-2-(4-(4-methyl-1,4-diazepan-1-yl)phenyl)quinazolin-4(3H)-one). Yield: 22.8%. The solvent is CN(C)C=O (DMF), C(C)(=O)OCC (ethyl acetate). The reactants are N1(CCNCCC1)C1=CC=C(C=C1)C1=NC2=CC(=CC(=C2C(N1)=O)OC)OC (2-(4-(1,4-diazepan-1-yl)phenyl)-5,7-dimethoxyquinazolin-4(3H)-one), CI (CH3I), CCN(C(C)C)C(C)C (Hünig's Base). Reaction conditions: temperature 50 celsius. Procedure: To a solution of 2-(4-(1,4-diazepan-1-yl)phenyl)-5,7-dimethoxyquinazolin-4(3H)-one (0.150 g, 0.39 mmol) in DMF (20 mL) was added CH3I (0.067 g, 0.47 mmol) and Hünig's Base (0.138 mL, 0.79 mmol). The reaction mixture was heated at 50° C. for 1.5 hours, cooled to room temperature, diluted with ethyl acetate (150 mL), washed with brine (2×100 mL), dried over anhydrous MgSO4, filtered, and concentrated. The residue was purified by flash chromatography on silica gel, eluting with 1:1 CH2Cl2/92:7:1 CH... As a reaction SMILES: [N:1]1([C:8]2[CH:13]=[CH:12][C:11]([C:14]3[NH:23][C:22](=[O:24])[C:21]4[C:16](=[CH:17][C:18]([O:27][CH3:28])=[CH:19][C:20]=4[O:25][CH3:26])[N:15]=3)=[CH:10][CH:9]=2)[CH2:7][CH2:6][CH2:5][NH:4][CH2:3][CH2:2]1.CI.[CH3:31]CN(C(C)C)C(C)C>CN(C=O)C.C(OCC)(=O)C>[CH3:26][O:25][C:20]1[CH:19]=[C:18]([O:27][CH3:28])[CH:17]=[C:16]2[C:21]=1[C:22](=[O:24])[NH:23][C:14]([C:11]1[CH:12]=[CH:13][C:8]([N:1]3[CH2:7][CH2:6][CH2:5][N:4]([CH3:31])[CH2:3][CH2:2]3)=[CH:9][CH:10]=1)=[N:15]2.